This data is from the Open Reaction Database (ORD), a public repository of structured organic reaction records. The task is: describe an organic reaction: reactants, conditions, products, and yield Reactants: [Si](C)(C)(C(C)(C)C)N1C(CCC1CO[Si](C)(C)C(C)(C)C)=O (N-tert-butyldimethylsilyl-5-tert-butyldimethylsiloxymethyl-2-oxopyrrolidine), C(C)(C)[N-]C(C)C.[Li+] (lithium diisopropylamide), C(C=C)OC(=O)N1[C@@H](C[C@@H](C1)SC(C1=CC=CC=C1)(C1=CC=CC=C1)C1=CC=CC=C1)CI ((2S,4S)-N-allyloxycarbonyl-2-iodomethyl-4-tritylthiopyrrolidine). Yields the product C(C=C)OC(=O)N1[C@@H](C[C@@H](C1)SC(C1=CC=CC=C1)(C1=CC=CC=C1)C1=CC=CC=C1)CC1C(N[C@@H](C1)CO)=O ((2R,4S)-N-allyloxycarbonyl-2-[(5S)-5-hydroxymethyl-2-oxopyrrolidin-3-ylmethyl]-4-tritylthiopyrrolidine). The yield is 20.4%. Reaction SMILES: [Si]([N:8]1[CH:12]([CH2:13][O:14][Si](C(C)(C)C)(C)C)[CH2:11][CH2:10][C:9]1=[O:22])(C(C)(C)C)(C)C.C([N-]C(C)C)(C)C.[Li+].[CH2:31]([O:34][C:35]([N:37]1[CH2:41][C@@H:40]([S:42][C:43]([C:56]2[CH:61]=[CH:60][CH:59]=[CH:58][CH:57]=2)([C:50]2[CH:55]=[CH:54][CH:53]=[CH:52][CH:51]=2)[C:44]2[CH:49]=[CH:48][CH:47]=[CH:46][CH:45]=2)[CH2:39][C@H:38]1[CH2:62]I)=[O:36])[CH:32]=[CH2:33]>>[CH2:31]([O:34][C:35]([N:37]1[CH2:41][C@@H:40]([S:42][C:43]([C:56]2[CH:61]=[CH:60][CH:59]=[CH:58][CH:57]=2)([C:50]2[CH:51]=[CH:52][CH:53]=[CH:54][CH:55]=2)[C:44]2[CH:49]=[CH:48][CH:47]=[CH:46][CH:45]=2)[CH2:39][C@H:38]1[CH2:62][CH:10]1[CH2:11][C@@H:12]([CH2:13][OH:14])[NH:8][C:9]1=[O:22])=[O:36])[CH:32]=[CH2:33] |f:1.2|. Reported procedure: The same procedure as in Reference Example 22-1 was carried out by using N-tert-butyldimethylsilyl-5-tert-butyldimethylsiloxymethyl-2-oxopyrrolidine (10.67 g, 31.6 mmol), lithium diisopropylamide (2.1M tetrahydrofuran solution, 15.1 ml, 31.6 mmol) and (2S,4S)-N-allyloxycarbonyl-2-iodomethyl-4-tritylthiopyrrolidine (10 g, 17.6 mmol) to obtain (2R,4S)-N-allyloxycarbonyl-2-[(5S)-5-hydroxymethyl-2-oxopyrrolidin-3-ylmethyl]-4-tritylthiopyrrolidine (2 g, yield: 21%). RXN SMILES: [OH:1][C@@:2]1([CH2:9][NH:10][C:11]([C:13]2[C:14]3[CH:15]=[CH:16][C:17](Cl)=[N:18][C:19]=3[CH:20]=[CH:21][C:22]=2[Cl:23])=[O:12])[CH2:7][CH2:6][CH2:5][C@H:4]([CH3:8])[CH2:3]1.CCN(C(C)C)C(C)C.[F:34][C@@H:35]1[CH2:39][CH2:38][NH:37][CH2:36]1>>[OH:1][C@@:2]1([CH2:9][NH:10][C:11]([C:13]2[C:14]3[CH:15]=[CH:16][C:17]([N:37]4[CH2:38][CH2:39][C@@H:35]([F:34])[CH2:36]4)=[N:18][C:19]=3[CH:20]=[CH:21][C:22]=2[Cl:23])=[O:12])[CH2:7][CH2:6][CH2:5][C@H:4]([CH3:8])[CH2:3]1. Yields the product O[C@@]1(C[C@H](CCC1)C)CNC(=O)C=1C=2C=CC(=NC2C=CC1Cl)N1C[C@@H](CC1)F (6-Chloro-2-(3-(R)-fluoropyrrolidin-1-yl)-quinoline-5-carboxylic acid ((1S,3S)-1-hydroxy-3-methyl-cyclohexylmethyl)-amide). Reactants: O[C@@]1(C[C@H](CCC1)C)CNC(=O)C=1C=2C=CC(=NC2C=CC1Cl)Cl (2,6-dichloro-quinoline-5-carboxylic acid ((1S,3S)-1-hydroxy-3methyl-cyclohexylmethyl)-amide), CCN(C(C)C)C(C)C (DIPEA), F[C@H]1CNCC1 ((R)-3-fluoropyrrolidine). Reported procedure: The title compound was synthesized according to the procedure described in example 1 using 2,6-dichloro-quinoline-5-carboxylic acid ((1S,3S)-1-hydroxy-3methyl-cyclohexylmethyl)-amide, DIPEA and (R)-3-fluoropyrrolidine. 1H NMR (400 MHz, DMSO-d6) δ ppm 8.75 (1H), 7.85 (m, 1H), 7.58 (2H), 7.05 (1H), 5.43-5.56 (1H), 4.16 (s, 1H), 3.89 (m, 2H), 3.70 (m, 1H), 3.55 (m, 1H), 3.26 (m, 2H), 2.44 (m, 2H), 2.06 (m, 2H), 1.85 (m, 2H), 1.74-1.76 (m, 5H), 1.27-1.32 (m, 1H), 0.83 (d, 3H). m/z: 420 [M+H] The reactants are suspension, COC(CCCCC#N)=O (5-cyanopentanoic acid methyl ester), COC(CCC(=O)O)=O (Butanedioic acid monomethyl ester). The solvent is P(=O)([O-])([O-])[O-].[K+].[K+].[K+] (potassium phosphate), P(=O)([O-])([O-])[O-].[K+].[K+].[K+] (potassium phosphate). Run at temperature 25 celsius, time 4 hour. Product: COC(CCCCC(=O)O)=O (Hexanedioic acid monomethyl ester), C(CCCCC(=O)O)(=O)O (hexanedioic acid). As a reaction SMILES: C[O:2][C:3](=[O:10])[CH2:4]CCCC#N.[CH3:11][O:12][C:13](=[O:19])[CH2:14][CH2:15][C:16]([OH:18])=[O:17]>P([O-])([O-])([O-])=O.[K+].[K+].[K+]>[CH3:11][O:12][C:13](=[O:19])[CH2:14][CH2:15][CH2:16][CH2:4][C:3]([OH:10])=[O:2].[C:3]([OH:10])(=[O:2])[CH2:4][CH2:13][CH2:14][CH2:15][C:16]([OH:18])=[O:17] |f:2.3.4.5|. Procedure details: Into a 10-mL volumetric flask was added 0.1616 g(1.01 mmol, 0.101 M) of 5-cyanopentanoic acid methyl ester, 9.65 mL of potassium phosphate buffer (50 mM, pH 7.0), and 0.20 mL of a 50 wt % cell suspension (0.10 g wet cell weight, 0.024 g dry cell weight) of Acidovorax facilis 72W (ATCC 55746) cells in 0.35 M potassium phosphate buffer (pH 7.0, previously heat-treated at 50° C. for 1 h), and the resulting 10 mL suspension stirred at 25° C. Samples (0.100 mL) were withdrawn and mixed with 0.300 mL ... Reactants: NC(CC(=O)OCC)\C=C(/CCCC(=O)OCC)\CP(=O)(O)O (diethyl E-2-amino-4-phosphonomethyl-hept-3-ene-1,7-dicarboxylate), C(C1=CC=CC=C1)O (benzyl alcohol), Cl (hydrochloric acid). Run in C(Cl)Cl (methylene chloride). The product is NC(CC(=O)OCC1=CC=CC=C1)\C=C(/CCCC(=O)OCC1=CC=CC=C1)\CP(=O)(O)O (dibenzyl E-2-amino-4-phosphonomethyl-hept-3-ene-1,7-dicarboxylate). Reaction SMILES: [NH2:1][CH:2](/[CH:9]=[C:10](/[CH2:19][P:20]([OH:23])([OH:22])=[O:21])\[CH2:11][CH2:12][CH2:13][C:14]([O:16][CH2:17][CH3:18])=[O:15])[CH2:3][C:4]([O:6][CH2:7][CH3:8])=[O:5].C(O)[C:25]1[CH:30]=[CH:29][CH:28]=[CH:27]C=1.Cl>C(Cl)Cl>[NH2:1][CH:2](/[CH:9]=[C:10](/[CH2:19][P:20]([OH:23])([OH:22])=[O:21])\[CH2:11][CH2:12][CH2:13][C:14]([O:16][CH2:17][C:18]1[CH:27]=[CH:28][CH:29]=[CH:30][CH:25]=1)=[O:15])[CH2:3][C:4]([O:6][CH2:7][C:8]1[CH:10]=[CH:9][CH:2]=[CH:3][CH:4]=1)=[O:5]. Procedure details: To 3.25 g (10 mmol) of diethyl E-2-amino-4-phosphonomethyl-hept-3-ene-1,7-dicarboxylate and 10.8 g (100 mmol) of benzyl alcohol are added 10 ml of methylene chloride and 20 ml of 4N ethereal hydrochloric acid, and the mixture is allowed to stand for 1 week. The mixture is then evaporated to dryness, and the residue is dissolved in 25 ml of ethanol. To this solution is then added dropwise a solution of 15 ml of propylene oxide in 15 ml of ethanol. The readily volatile constituents are removed by ...